This data is from the Open Reaction Database (ORD), a public repository of structured organic reaction records. The task is: describe an organic reaction: reactants, conditions, products, and yield Reactants: O=C([O-])O, ClC(Cl)Cl, [Na+], OCCCc1nc2ccccc2n1-c1ccccc1, O=S(Cl)Cl. Product: ClCCCc1nc2ccccc2n1-c1ccccc1. Reaction SMILES: [C:28](=[O:29])([OH:30])[O-:31].[CH:24]([Cl:25])([Cl:26])[Cl:27].[Na+:32].[OH:1][CH2:2][CH2:3][CH2:4][c:5]1[n:6][c:7]2[c:8]([n:9]1-[c:10]1[cH:11][cH:12][cH:13][cH:14][cH:15]1)[cH:16][cH:17][cH:18][cH:19]2.[S:20]([Cl:21])([Cl:22])=[O:23]>>[CH2:2]([CH2:3][CH2:4][c:5]1[n:6][c:7]2[c:8]([n:9]1-[c:10]1[cH:11][cH:12][cH:13][cH:14][cH:15]1)[cH:16][cH:17][cH:18][cH:19]2)[Cl:22]. Starting materials: C1=CC=CC=C1 (benzene), dimethyl acetal, CC1=C(NCC=O)C=C(C=C1)C#N (2-(2-methyl-5-cyanoanilino)-acetaldhyde), C([O-])([O-])=O.[Na+].[Na+] (sodium carbonate), ClCC(=O)Cl (α-chloroacetyl chloride). The solvent is O (water). The product is dimethyl acetal, ClCC(=O)N(C1=C(C=CC(=C1)C#N)C)CC=O (2-(N-α-chloroacetyl-2-methyl-5-cyanoanilino)acetaldehyde). Reaction SMILES: [CH3:1][C:2]1[CH:11]=[CH:10][C:9]([C:12]#[N:13])=[CH:8][C:3]=1[NH:4][CH2:5][CH:6]=[O:7].C(=O)([O-])[O-].[Na+].[Na+].C1C=CC=CC=1.[Cl:26][CH2:27][C:28](Cl)=[O:29]>O>[Cl:26][CH2:27][C:28]([N:4]([CH2:5][CH:6]=[O:7])[C:3]1[CH:8]=[C:9]([C:12]#[N:13])[CH:10]=[CH:11][C:2]=1[CH3:1])=[O:29] |f:1.2.3|. Procedure: The dimethyl acetal of 2-(2-methyl-5-cyanoanilino)-acetaldhyde (0.1 mole), sodium carbonate (0.06 mole) dissolved in water (50 ml) and benzene (50 ml) are charged into a glass reaction vessel equipped with a mechanical stirrer, thermometer and cooling means. The mixture is cooled to a temperature of about 0°C and α-chloroacetyl chloride (0.11 mole) is incrementally added with stirring. After the addition is completed stirring is continued and the reaction mixture is permitted to warm to room tem... Reagents/catalysts: [Cu]I (copper(I) iodide), C=1C=CC(=CC1)[P](C=2C=CC=CC2)(C=3C=CC=CC3)[Pd]([P](C=4C=CC=CC4)(C=5C=CC=CC5)C=6C=CC=CC6)([P](C=7C=CC=CC7)(C=8C=CC=CC8)C=9C=CC=CC9)[P](C=1C=CC=CC1)(C=1C=CC=CC1)C=1C=CC=CC1 (tetrakis(triphenylphosphine)palladium(0)). Reactants: BrC1=CC(=NC=C1)Cl (4-Bromo-2-chloropyridine), C[Si](C#CC)(C)C (1-(trimethylsilyl)-1-propyne), CCCC[N+](CCCC)(CCCC)CCCC.[F-] (Tetra-N-butylammonium fluoride). Reported procedure: 4-Bromo-2-chloropyridine (1.00 g, 5.20 mmol), 1-(trimethylsilyl)-1-propyne (0.846 mL, 5.72 mmol), copper(I) iodide (99 mg, 0.52 mmol), and tetrakis(triphenylphosphine)palladium(0) (90 mg, 0.08 mmol) were taken up in toluene (14 mL) in a microwave vial. Tetra-N-butylammonium fluoride (1M in THF) (6 mL, 6.00 mmol) was added and the reaction vessel was sealed and heated at 100° C. for 20 min in a microwave reactor. After cooling, the mixture was filtered through diatomaceous earth, and then concent... The yield is 67.2%. As a reaction SMILES: Br[C:2]1[CH:7]=[CH:6][N:5]=[C:4]([Cl:8])[CH:3]=1.C[Si](C)(C)[C:11]#[C:12][CH3:13].CCCC[N+](CCCC)(CCCC)CCCC.[F-]>C1(C)C=CC=CC=1.[Cu]I.C1C=CC([P]([Pd]([P](C2C=CC=CC=2)(C2C=CC=CC=2)C2C=CC=CC=2)([P](C2C=CC=CC=2)(C2C=CC=CC=2)C2C=CC=CC=2)[P](C2C=CC=CC=2)(C2C=CC=CC=2)C2C=CC=CC=2)(C2C=CC=CC=2)C2C=CC=CC=2)=CC=1>[Cl:8][C:4]1[CH:3]=[C:2]([C:11]#[C:12][CH3:13])[CH:7]=[CH:6][N:5]=1 |f:2.3,^1:46,48,67,86|. Run at temperature 100 celsius. Yields the product ClC1=NC=CC(=C1)C#CC (2-Chloro-4-(prop-1-ynyl)pyridine). The solvent is C1(=CC=CC=C1)C (toluene). Reactants: ClC1=C(C=C(C(=C1)[N+](=O)[O-])C)Cl (1,2-dichloro-4-methyl-5-nitrobenzene), CN(C)C(OC)OC (DMF-DMA), NaIO4. Run in CN(C)C=O (DMF), CN(C)C=O.O (DMF water). Conditions: temperature 140 celsius, time 14 hour. The product is ClC1=CC(=C(C=O)C=C1Cl)[N+](=O)[O-] (4,5-Dichloro-2-nitrobenzaldehyde). Isolated yield 23.0%. As a reaction SMILES: [Cl:1][C:2]1[CH:7]=[C:6]([N+:8]([O-:10])=[O:9])[C:5]([CH3:11])=[CH:4][C:3]=1[Cl:12].CN(C(OC)[O:17]C)C>CN(C=O)C.CN(C=O)C.O>[Cl:1][C:2]1[C:3]([Cl:12])=[CH:4][C:5]([CH:11]=[O:17])=[C:6]([N+:8]([O-:10])=[O:9])[CH:7]=1 |f:3.4|. Procedure: A mixture of 1,2-dichloro-4-methyl-5-nitrobenzene (2 g, 9.71 mmol) and DMF-DMA (3 g, 25.2 mmol) in DMF (50 mL) was stirred at 140° C. for 14 h. The dark solution was cooled to 0° C., and then added to a solution of NaIO4 (10.8 g, 50.5 mmol) in DMF/water (1:4, 25 mL) at 0° C. After stirring at room temperature for 8 h, the mixture was filtered and the cake was rinsed with ethyl acetate. The filtrate was diluted with ethyl acetate and washed with brine. The organic layer was dried over Na2SO4 and ... The reactants are C1(CCCCC1)C1=NN(C=2N=C(NC(C21)=O)C2=C(C=C(C=C2)NC(C)=O)OC)C (N-[4-(3-cyclohexyl-1-methyl-4-oxo-4,5-dihydro-1H-pyrazolo[3,4-d]pyrimidin-6-yl)-3-methoxyphenyl]acetamide), COCC(=O)O (methoxyacetic acid). The yield is 96.0%. Procedure details: The same reaction procedure as in Example 12 was performed, except that the compound obtained in Example 45 was used in place of the compound obtained in Example 6, and methoxyacetic acid was used in place of 4-(4-methyl-1-piperazinyl)benzoic acid. In this manner, 82 g (96%) of the captioned compound was obtained. The product is C1(CCCCC1)C1=NN(C=2N=C(NC(C21)=O)C2=C(C=C(C=C2)NC(COC)=O)OC)C (N-[4-(3-cyclohexyl-1-methyl-4-oxo-4,5-dihydro-1H-pyrazolo[3,4-d]pyrimidin-6-yl)-3-methoxyphenyl]-2-methoxyacetamide). RXN SMILES: [CH:1]1([C:7]2[C:15]3[C:14](=[O:16])[NH:13][C:12]([C:17]4[CH:22]=[CH:21][C:20]([NH:23][C:24](=[O:26])[CH3:25])=[CH:19][C:18]=4[O:27][CH3:28])=[N:11][C:10]=3[N:9]([CH3:29])[N:8]=2)[CH2:6][CH2:5][CH2:4][CH2:3][CH2:2]1.[CH3:30][O:31]CC(O)=O>>[CH:1]1([C:7]2[C:15]3[C:14](=[O:16])[NH:13][C:12]([C:17]4[CH:22]=[CH:21][C:20]([NH:23][C:24](=[O:26])[CH2:25][O:31][CH3:30])=[CH:19][C:18]=4[O:27][CH3:28])=[N:11][C:10]=3[N:9]([CH3:29])[N:8]=2)[CH2:2][CH2:3][CH2:4][CH2:5][CH2:6]1. Reactants: N1C(=CC2=CC=CC=C12)C(=O)OCC (Ethyl 1H-indole-2-carboxylate), C1(C=CCCC1)=O (cyclohex-2-enone), FC(S(=O)(=O)[O-])(F)F.[Bi+3].FC(S(=O)(=O)[O-])(F)F.FC(S(=O)(=O)[O-])(F)F (Bismuth (III) trifluoromethanesulfonate). The solvent is C(C)#N (acetonitrile). Conditions: temperature 65 celsius. Yields the product O=C1CC(CCC1)C1=C(NC2=CC=CC=C12)C(=O)OCC (ethyl 3-(3-oxocyclohexyl)-1H-indole-2-carboxylate). RXN SMILES: [NH:1]1[C:9]2[C:4](=[CH:5][CH:6]=[CH:7][CH:8]=2)[CH:3]=[C:2]1[C:10]([O:12][CH2:13][CH3:14])=[O:11].[C:15]1(=[O:21])[CH2:20][CH2:19][CH2:18][CH:17]=[CH:16]1.FC(F)(F)S([O-])(=O)=O.[Bi+3].FC(F)(F)S([O-])(=O)=O.FC(F)(F)S([O-])(=O)=O>C(#N)C>[O:21]=[C:15]1[CH2:20][CH2:19][CH2:18][CH:17]([C:3]2[C:4]3[C:9](=[CH:8][CH:7]=[CH:6][CH:5]=3)[NH:1][C:2]=2[C:10]([O:12][CH2:13][CH3:14])=[O:11])[CH2:16]1 |f:2.3.4.5|. Procedure: Ethyl 1H-indole-2-carboxylate (2.953 g) and cyclohex-2-enone (1.004 mL) were added to acetonitrile (50 mL). Bismuth (III) trifluoromethanesulfonate (341 mg) was added, and the solution was heated at 65° C. for two days. The solution was cooled, concentrated, and purified by flash column chromatography on silica gel with 10% increasing to 20% ethyl acetate in hexanes to provide the title compound. The reactants are CS(=O)(=O)C1=NC=C(C=N1)C#CC1=CC=CC=C1 (2-methanesulfonyl-5-phenylethynyl-pyrimidine), O1CCC(CC1)N (tetrahydro-pyran-4-ylamine). Procedure details: The title compound, MS: m/e=280.3 (M+H+), can be prepared in accordance with the general method of example 1, step 3 from 2-methanesulfonyl-5-phenylethynyl-pyrimidine(example 1, step 2) and tetrahydro-pyran-4-ylamine As a reaction SMILES: CS([C:5]1[N:10]=[CH:9][C:8]([C:11]#[C:12][C:13]2[CH:18]=[CH:17][CH:16]=[CH:15][CH:14]=2)=[CH:7][N:6]=1)(=O)=O.[O:19]1[CH2:24][CH2:23][CH:22]([NH2:25])[CH2:21][CH2:20]1>>[C:13]1([C:12]#[C:11][C:8]2[CH:7]=[N:6][C:5]([NH:25][CH:22]3[CH2:23][CH2:24][O:19][CH2:20][CH2:21]3)=[N:10][CH:9]=2)[CH:18]=[CH:17][CH:16]=[CH:15][CH:14]=1. Yields the product C1(=CC=CC=C1)C#CC=1C=NC(=NC1)NC1CCOCC1 ((5-Phenylethynyl-pyrimidin-2-yl)-(tetrahydro-pyran-4-yl)-amine). Reactants: CCCCc1nc(Cl)c(C=O)n1Cc1ccc(S(=O)(=O)NC(=O)CNC(=O)OC(C)(C)C)cc1, ClCCl, O=C(O)C(F)(F)F. Product: CCCCc1nc(Cl)c(C=O)n1Cc1ccc(S(=O)(=O)NC(=O)CN)cc1. As a reaction SMILES: [C:1]([O:2][C:3](=[O:4])[NH:7][CH2:8][C:9](=[O:10])[NH:11][S:12](=[O:13])(=[O:14])[c:15]1[cH:16][cH:17][c:18]([CH2:21][n:22]2[c:23]([CH2:30][CH2:31][CH2:32][CH3:33])[n:24][c:25]([Cl:29])[c:26]2[CH:27]=[O:28])[cH:19][cH:20]1)([CH3:5])([CH3:6])[CH3:34].[Cl:42][CH2:43][Cl:44].[F:35][C:36]([F:37])([F:38])[C:39]([OH:40])=[O:41]>>[NH2:7][CH2:8][C:9](=[O:10])[NH:11][S:12](=[O:13])(=[O:14])[c:15]1[cH:16][cH:17][c:18]([CH2:21][n:22]2[c:23]([CH2:30][CH2:31][CH2:32][CH3:33])[n:24][c:25]([Cl:29])[c:26]2[CH:27]=[O:28])[cH:19][cH:20]1. Reactants: CCCCC(=O)Cl, N#Cc1ccccc1-c1ccc(CNC2(C(=O)OCc3ccccc3)CCCC2)cc1, CCOC(C)=O, CCN(C(C)C)C(C)C, Cl, N. The product is CCCCC(=O)N(Cc1ccc(-c2ccccc2C#N)cc1)C1(C(=O)OCc2ccccc2)CCCC1. RXN SMILES: [C:42]([CH2:43][CH2:44][CH2:45][CH3:46])(=[O:47])[Cl:48].[CH2:2]([c:3]1[cH:4][cH:5][cH:6][cH:7][cH:8]1)[O:9][C:10](=[O:11])[C:12]1([NH:17][CH2:18][c:19]2[cH:20][cH:21][c:22](-[c:25]3[c:26]([C:31]#[N:32])[cH:27][cH:28][cH:29][cH:30]3)[cH:23][cH:24]2)[CH2:13][CH2:14][CH2:15][CH2:16]1.[CH3:50][CH2:51][O:52][C:53](=[O:54])[CH3:55].[CH:33]([N:34]([CH:35]([CH3:36])[CH3:37])[CH2:38][CH3:39])([CH3:40])[CH3:41].[ClH:1].[NH3:49]>>[CH2:2]([c:3]1[cH:4][cH:5][cH:6][cH:7][cH:8]1)[O:9][C:10](=[O:11])[C:12]1([N:17]([CH2:18][c:19]2[cH:20][cH:21][c:22](-[c:25]3[c:26]([C:31]#[N:32])[cH:27][cH:28][cH:29][cH:30]3)[cH:23][cH:24]2)[C:42]([CH2:43][CH2:44][CH2:45][CH3:46])=[O:47])[CH2:13][CH2:14][CH2:15][CH2:16]1.